The task is: describe an organic reaction: reactants, conditions, products, and yield. This data is from the Open Reaction Database (ORD), a public repository of structured organic reaction records. Product: C(C)(C)(C)C12C(COC2(OO1)C1=CC2=C(N=C(O2)C2=CC=C(C=C2)OC)C(=C1)O)(C)C (5-t-butyl-1-(4-hydroxy-2-(p-methoxyphenyl)benzo[d]oxazol-6-yl)-4,4-dimethyl-2,6,7-trioxabicyclo[3.2.0]heptane). The yield is 93.1%. Run in C(Cl)Cl (methylene chloride). RXN SMILES: [C:1]([C:5]1[C:6]([CH3:29])([CH3:28])[CH2:7][O:8][C:9]=1[C:10]1[CH:26]=[C:25]([OH:27])[C:13]2[N:14]=[C:15]([C:17]3[CH:22]=[CH:21][C:20]([O:23][CH3:24])=[CH:19][CH:18]=3)[O:16][C:12]=2[CH:11]=1)([CH3:4])([CH3:3])[CH3:2].[Na].[O:31]=[O:32]>C(Cl)Cl>[C:1]([C:5]12[O:32][O:31][C:9]1([C:10]1[CH:26]=[C:25]([OH:27])[C:13]3[N:14]=[C:15]([C:17]4[CH:22]=[CH:21][C:20]([O:23][CH3:24])=[CH:19][CH:18]=4)[O:16][C:12]=3[CH:11]=1)[O:8][CH2:7][C:6]2([CH3:29])[CH3:28])([CH3:4])([CH3:2])[CH3:3] |^1:29|. The reactants are C(C)(C)(C)C=1C(COC1C1=CC2=C(N=C(O2)C2=CC=C(C=C2)OC)C(=C1)O)(C)C (4-t-butyl-5-(4-hydroxy-2-(p-methoxyphenyl)benzo[d]-oxazol-6-yl)-3,3-dimethyl-2,3-dihydrofuran), C(C)(C)(C)C=1C(COC1C1=CC2=C(N=C(O2)C2=CC=C(C=C2)OC)C(=C1)O)(C)C (4-t-butyl-5-(4-hydroxy-2-(p-methoxyphenyl)benzo[d]-oxazol-6-yl)-3,3-dimethyl-2,3-dihydrofuran), [Na] (sodium), O=O (oxygen). Procedure: To 5 mL of methylene chloride were added 1.0 mg of TPP and 95.1 mg (0.24 mmol) of 4-t-butyl-5-(4-hydroxy-2-(p-methoxyphenyl)benzo[d]oxazol-6-yl)-3,3-dimethyl-2,3-dihydrofuran (Compound [67]), and the mixture was externally irradiated with a 940 W sodium lamp in an oxygen atmosphere for30 minutes. After the resulting mixture was concentrated, the concentrate was applied to a silica gel column and the elution was carried out with the mixture of hexane and ethyl acetate (hexane:ethyl acetate=3:1), ... The reactants are C(C)(C)(C)OC(N(C=1C=2N(C=CN1)C(=CN2)C2=NC(=NC=C2)SC)C)=O (methyl-[3-(2-methylsulfanyl-pyrimidin-4-yl)-imidazo[1,2-a]pyrazin-8-yl]-carbamic acid tert-butyl ester), N1CCOCC1 (morpholine). Yields the product CNC=1C=2N(C=CN1)C(=CN2)C2=NC(=NC=C2)N2CCOCC2 (Methyl-[3-(2-morpholin-4-yl-pyrimidin-4-yl)-imidazo[1,2-a]pyrazin-8-yl]-amine). As a reaction SMILES: C(OC(=O)[N:7]([CH3:25])[C:8]1[C:9]2[N:10]([C:14]([C:17]3[CH:22]=[CH:21][N:20]=[C:19](SC)[N:18]=3)=[CH:15][N:16]=2)[CH:11]=[CH:12][N:13]=1)(C)(C)C.[NH:27]1[CH2:32][CH2:31][O:30][CH2:29][CH2:28]1>>[CH3:25][NH:7][C:8]1[C:9]2[N:10]([C:14]([C:17]3[CH:22]=[CH:21][N:20]=[C:19]([N:27]4[CH2:32][CH2:31][O:30][CH2:29][CH2:28]4)[N:18]=3)=[CH:15][N:16]=2)[CH:11]=[CH:12][N:13]=1. Reported procedure: Methyl-[3-(2-morpholin-4-yl-pyrimidin-4-yl)-imidazo[1,2-a]pyrazin-8-yl]-amine was prepared by a process analogous to that described in Example 12 starting from methyl-[3-(2-methylsulfanyl-pyrimidin-4-yl)-imidazo[1,2-a]pyrazin-8-yl]-carbamic acid tert-butyl ester (from Example 8 supra), and morpholine. LC-MS: [M+H]+ 312.3. Starting materials: C(C)C1=NC2=C(N1CC1=CC=C(C=C1)C1=C(C=CC=C1)C1=NN=NN1)C=C(C=C2C)NC2=C(C(C2=O)=O)OCC (4'-[[2-ethyl-4-methyl-6-[(2-ethoxy-3,4-dioxo-1-cyclobuten-1-yl)-amino]-1H -benzimidazol-1-yl]-methyl]-2-(1H-tetrazol-5-yl)biphenyl), CNC (dimethylamine). Product: C(C)C1=NC2=C(N1CC1=CC=C(C=C1)C1=C(C=CC=C1)C1=NN=NN1)C=C(C=C2C)NC2=C(C(C2=O)=O)N(C)C (4'-[[2-Ethyl-4-methyl-6-[(2-dimethylamino-3,4-dioxo-1-cyclobuten-1-yl) -amino]-1H-benzimidazol-1-yl]-methyl]-2-(1H-tetrazol-5-yl)-biphenyl). As a reaction SMILES: [CH2:1]([C:3]1[N:7]([CH2:8][C:9]2[CH:14]=[CH:13][C:12]([C:15]3[CH:20]=[CH:19][CH:18]=[CH:17][C:16]=3[C:21]3[NH:25][N:24]=[N:23][N:22]=3)=[CH:11][CH:10]=2)[C:6]2[CH:26]=[C:27]([NH:31][C:32]3[C:35](=O)[C:34](=[O:37])[C:33]=3[O:38]CC)[CH:28]=[C:29]([CH3:30])[C:5]=2[N:4]=1)[CH3:2].[CH3:41][NH:42][CH3:43]>>[CH2:1]([C:3]1[N:7]([CH2:8][C:9]2[CH:14]=[CH:13][C:12]([C:15]3[CH:20]=[CH:19][CH:18]=[CH:17][C:16]=3[C:21]3[NH:25][N:24]=[N:23][N:22]=3)=[CH:11][CH:10]=2)[C:6]2[CH:26]=[C:27]([NH:31][C:32]3[C:33](=[O:38])[C:34](=[O:37])[C:35]=3[N:42]([CH3:43])[CH3:41])[CH:28]=[C:29]([CH3:30])[C:5]=2[N:4]=1)[CH3:2]. Reported procedure: Prepared analogously to Example 14b from 4'-[[2-ethyl-4-methyl-6-[(2-ethoxy-3,4-dioxo-1-cyclobuten-1-yl)-amino]-1H -benzimidazol-1-yl]-methyl]-2-(1H-tetrazol-5-yl)biphenyl and dimethylamine. Reactants: CN1CCOCC1 (morpholinomethyl polystyrene), NC1=CC=C(C=C1)N1N=C(C=C1C(F)(F)F)C(F)(F)F (1-(4′-aminophenyl)-3,5-bis(trifluoromethyl)pyrazole), C(=O)(Cl)Cl (phosgene). The solvent is C(Cl)Cl (methylene chloride). Run at temperature 0 celsius. Product: N(=C=O)C1=CC=C(C=C1)N1N=C(C=C1C(F)(F)F)C(F)(F)F (1-(4′-isocyanatophenyl)-3,5-bis(trifluoromethyl)pyrazole). As a reaction SMILES: CN1CC[O:5][CH2:4]C1.[NH2:8][C:9]1[CH:14]=[CH:13][C:12]([N:15]2[C:19]([C:20]([F:23])([F:22])[F:21])=[CH:18][C:17]([C:24]([F:27])([F:26])[F:25])=[N:16]2)=[CH:11][CH:10]=1.C(Cl)(Cl)=O>C(Cl)Cl>[N:8]([C:9]1[CH:10]=[CH:11][C:12]([N:15]2[C:19]([C:20]([F:21])([F:22])[F:23])=[CH:18][C:17]([C:24]([F:27])([F:26])[F:25])=[N:16]2)=[CH:13][CH:14]=1)=[C:4]=[O:5]. Procedure details: To morpholinomethyl polystyrene (Novabiochem, substitution=3.55 mmol/g, 1.02 g, 3.62 mmol) in methylene chloride (18.5 mL) under argon was added 1-(4′-aminophenyl)-3,5-bis(trifluoromethyl)pyrazole (0.555 g, 1.88 mmol). The mixture was cooled to 0° C. and phosgene (1.93M in toluene, Fluka, 1.95 mL, 3.76 mmol) was added. After thirty minutes the reaction mixture was filtered, washed with methylene chloride (2×30 mL) and concentrated to give 1-(4′-isocyanatophenyl)-3,5-bis(trifluoromethyl)pyrazole. Starting materials: Cl.FC(CC[C@H](N)C(=O)OC)(C(F)(F)F)F (rac-Methyl 5,5,6,6,6-pentafluoronorleucinate hydrochloride), ClC(=O)OCC1=CC=CC=C1 (benzyl chloroformate), C([O-])([O-])=O.[K+].[K+] (potassium carbonate). The solvent is C1CCOC1 (THF), O (water). Conditions: time 8 hour. Yields the product C(C1=CC=CC=C1)OC(=O)N[C@@H](CCC(C(F)(F)F)(F)F)C(=O)OC (rac-Methyl N-[(benzyloxy)carbonyl]-5,5,6,6,6-pentafluoronorleucinate). As a reaction SMILES: Cl.[F:2][C:3]([F:16])([C:12]([F:15])([F:14])[F:13])[CH2:4][CH2:5][C@@H:6]([C:8]([O:10][CH3:11])=[O:9])[NH2:7].C(=O)([O-])[O-].[K+].[K+].Cl[C:24]([O:26][CH2:27][C:28]1[CH:33]=[CH:32][CH:31]=[CH:30][CH:29]=1)=[O:25]>C1COCC1.O>[CH2:27]([O:26][C:24]([NH:7][C@H:6]([C:8]([O:10][CH3:11])=[O:9])[CH2:5][CH2:4][C:3]([F:16])([F:2])[C:12]([F:13])([F:14])[F:15])=[O:25])[C:28]1[CH:33]=[CH:32][CH:31]=[CH:30][CH:29]=1 |f:0.1,2.3.4|. Procedure details: Under argon, 141.5 g (520.99 mmol) of rac-methyl 5,5,6,6,6-pentafluoronorleucinate hydrochloride from Example 133A were taken up in 850 ml of THF and 850 ml of water, and 223.2 g (1.62 mol) of potassium carbonate were added carefully at RT. 82 ml (573.09 mmol) of benzyl chloroformate were then added dropwise, and the suspension was stirred at RT overnight. The reaction mixture was extracted twice with 500 ml of ethyl acetate and the organic phase was dried with magnesium sulphate, filtered off a... Starting materials: FC(C(=O)O)(F)F (trifluoroacetic acid), C(C)C1=CC=C(C=C1)C1CN(CC(C1)C(NC1=CC=CC=C1)=O)C(=O)C1(CC1)NC(OC(C)(C)C)=O (tert-butyl (1-{[3-(4-ethylphenyl)-5-(phenylcarbamoyl)piperidin-1-yl]carbonyl}cyclopropyl)carbamate). The solvent is ClCCl (dichloromethane). Reaction conditions: time 20 hour. Yields the product NC1(CC1)C(=O)N1CC(CC(C1)C1=CC=C(C=C1)CC)C(=O)NC1=CC=CC=C1 (1-[(1-Aminocyclopropyl)carbonyl]-5-(4-ethylphenyl)-N-phenylpiperidine-3-carboxamide). As a reaction SMILES: FC(F)(F)C(O)=O.[CH2:8]([C:10]1[CH:15]=[CH:14][C:13]([CH:16]2[CH2:21][CH:20]([C:22](=[O:30])[NH:23][C:24]3[CH:29]=[CH:28][CH:27]=[CH:26][CH:25]=3)[CH2:19][N:18]([C:31]([C:33]3([NH:36]C(=O)OC(C)(C)C)[CH2:35][CH2:34]3)=[O:32])[CH2:17]2)=[CH:12][CH:11]=1)[CH3:9]>ClCCl>[NH2:36][C:33]1([C:31]([N:18]2[CH2:17][CH:16]([C:13]3[CH:14]=[CH:15][C:10]([CH2:8][CH3:9])=[CH:11][CH:12]=3)[CH2:21][CH:20]([C:22]([NH:23][C:24]3[CH:29]=[CH:28][CH:27]=[CH:26][CH:25]=3)=[O:30])[CH2:19]2)=[O:32])[CH2:34][CH2:35]1. Procedure: Under argon and at RT, 190 μl (2.5 mmol, 15 eq.) of trifluoroacetic acid were added to a solution of 81 mg (0.16 mmol) of tert-butyl (1-{[3-(4-ethylphenyl)-5-(phenylcarbamoyl)piperidin-1-yl]carbonyl}cyclopropyl)carbamate in 2 ml of dichloromethane. The reaction mixture was stirred at RT for 20 h, then concentrated under reduced pressure and repeatedly coevaporated with toluene. The crude product was purified by preparative HPLC (Reprosil C18, water/acetonitrile gradient). Yield: 29 mg (45% of th...